From a dataset of the Open Reaction Database (ORD), a public repository of structured organic reaction records. describe an organic reaction: reactants, conditions, products, and yield Starting materials: solution, C[Si]([N-][Si](C)(C)C)(C)C.[Li+] (lithium hexamethyldisilazide), CN(C)C=O (DMF), NC=1C=C2C(N(C(=NC2=CC1)CCC)C(C1=CC=C(C=C1)OC)C1=CC=C(C=C1)OC)=O (6-amino-3-(4,4'-dimethoxybenzhydryl)-2-propyl-quinazolin-4(3H)-one), [H-].[Na+] (NaH), CN(C)C=O (DMF), C(C(C)C)OC(=O)Cl (isobutylchloroformate), IC (iodomethane). Run in C1CCOC1 (THF), CCOC(=O)C (EtOAc). Conditions: time 30 minute. Product: COC1=CC=C(C(C2=CC=C(C=C2)OC)N2C(=NC3=CC=C(C(=C3C2=O)N)C(N(C(C(C)C)=O)C)=O)CCC)C=C1 (3-(4,4'-Dimethoxybenzhydryl)-6-(N-methyl-N-isobutyrylcarbamoyl)-amino-2-propyl-quinazolin-4(3H)-one). Isolated yield 71.0%. RXN SMILES: [H-].[Na+].N[C:4]1[CH:5]=[C:6]2[C:11](=[CH:12][CH:13]=1)[N:10]=[C:9]([CH2:14][CH2:15][CH3:16])[N:8]([CH:17]([C:26]1[CH:31]=[CH:30][C:29]([O:32][CH3:33])=[CH:28][CH:27]=1)[C:18]1[CH:23]=[CH:22][C:21]([O:24][CH3:25])=[CH:20][CH:19]=1)[C:7]2=[O:34].[CH2:35]([O:39]C(Cl)=O)[CH:36]([CH3:38])[CH3:37].C[Si](C)(C)[N-:45][Si](C)(C)C.[Li+].IC.[CH3:55][N:56]([CH:58]=[O:59])C>C1COCC1.CCOC(C)=O>[CH3:33][O:32][C:29]1[CH:28]=[CH:27][C:26]([CH:17]([N:8]2[C:7](=[O:34])[C:6]3[C:11](=[CH:12][CH:13]=[C:4]([C:58](=[O:59])[N:56]([CH3:55])[C:35](=[O:39])[CH:36]([CH3:37])[CH3:38])[C:5]=3[NH2:45])[N:10]=[C:9]2[CH2:14][CH2:15][CH3:16])[C:18]2[CH:23]=[CH:22][C:21]([O:24][CH3:25])=[CH:20][CH:19]=2)=[CH:31][CH:30]=1 |f:0.1,4.5|. Reported procedure: To a suspension of 81.5 mg (2.7 mmol) of 80% NaH in 3 ml of dry DMF at 0° C. under nitrogen was added dropwise a solution of 1.03 g (2.5 mmol) of 6-amino-3-(4,4'-dimethoxybenzhydryl)-2-propyl-quinazolin-4(3H)-one dissolved in 3 ml of DMF. The resulting mixture was stirred for 30 minutes and was then treated with 0.35 ml (2.7 mmol) of isobutylchloroformate neat. The solution was stirred for 30 minutes and then treated with 2.97 ml (2.97 mmol) of a 1M solution of lithium hexamethyldisilazide in TH... Reactants: COC(C1=CC(=C(C=C1)NC1C(CCCC1)CC)[N+](=O)[O-])=O (4-(2-Ethyl-cyclohexylamino)-3-nitro-benzoic acid methyl ester). Reagents/catalysts: [Pd] (palladium on carbon). Run in CO (methanol). Run at time 4 hour. Product: COC(C1=CC(=C(C=C1)NC1C(CCCC1)CC)N)=O (3-Amino-4-(2-ethyl-cyclohexylamino)-benzoic acid methyl ester). Yield: 98.5%. As a reaction SMILES: [CH3:1][O:2][C:3](=[O:22])[C:4]1[CH:9]=[CH:8][C:7]([NH:10][CH:11]2[CH2:16][CH2:15][CH2:14][CH2:13][CH:12]2[CH2:17][CH3:18])=[C:6]([N+:19]([O-])=O)[CH:5]=1>CO.[Pd]>[CH3:1][O:2][C:3](=[O:22])[C:4]1[CH:9]=[CH:8][C:7]([NH:10][CH:11]2[CH2:16][CH2:15][CH2:14][CH2:13][CH:12]2[CH2:17][CH3:18])=[C:6]([NH2:19])[CH:5]=1. Procedure: 0.45 g 4-(2-Ethyl-cyclohexylamino)-3-nitro-benzoic acid methyl ester were dissolved in 60 ml methanol, 0.02 g of palladium on carbon (10%) were added and the mixture was hydrogenated at 5 bar for 4 h. The catalyst was removed by filtration over celite, the filtrate was concentrated to obtain 0.40 g (100%) of 3-Amino-4-(2-ethyl-cyclohexylamino)-benzoic acid methyl ester. The reactants are OC(CCCCCCCCCCC(=O)OC)CCCCCC (methyl 12-hydroxyoctadecanoate), C(C1=CC=CC=C1)Br (benzyl bromide). Yields the product C(C1=CC=CC=C1)OC(CCCCCCCCCCC(=O)O)CCCCCC (12-benzyloxy-octadecanoic acid). As a reaction SMILES: [OH:1][CH:2]([CH2:17][CH2:18][CH2:19][CH2:20][CH2:21][CH3:22])[CH2:3][CH2:4][CH2:5][CH2:6][CH2:7][CH2:8][CH2:9][CH2:10][CH2:11][CH2:12][C:13]([O:15]C)=[O:14].[CH2:23](Br)[C:24]1[CH:29]=[CH:28][CH:27]=[CH:26][CH:25]=1>>[CH2:23]([O:1][CH:2]([CH2:17][CH2:18][CH2:19][CH2:20][CH2:21][CH3:22])[CH2:3][CH2:4][CH2:5][CH2:6][CH2:7][CH2:8][CH2:9][CH2:10][CH2:11][CH2:12][C:13]([OH:15])=[O:14])[C:24]1[CH:29]=[CH:28][CH:27]=[CH:26][CH:25]=1. Procedure details: In a similar manner to Example 4-(1), methyl 12-hydroxyoctadecanoate was used instead of ethyl ricinoleate and benzyl bromide was used instead of methyl iodide, the title compound (8-i) was obtained. The reactants are COc1cc(OCCCN2CCN(C)CC2)ccc1[N+](=O)[O-], CO. Product: COc1cc(OCCCN2CCN(C)CC2)ccc1N. RXN SMILES: [CH3:1][N:2]1[CH2:3][CH2:4][N:5]([CH2:8][CH2:9][CH2:10][O:11][c:12]2[cH:13][c:14]([O:21][CH3:22])[c:15]([N+:18]([O-:19])=[O:20])[cH:16][cH:17]2)[CH2:6][CH2:7]1.[CH3:23][OH:24]>>[CH3:1][N:2]1[CH2:3][CH2:4][N:5]([CH2:8][CH2:9][CH2:10][O:11][c:12]2[cH:13][c:14]([O:21][CH3:22])[c:15]([NH2:18])[cH:16][cH:17]2)[CH2:6][CH2:7]1.